This data is from the Open Reaction Database (ORD), a public repository of structured organic reaction records. The task is: describe an organic reaction: reactants, conditions, products, and yield Starting materials: Brc1ccc(-c2c3ccccc3c(-c3ccccc3)c3ccccc23)cc1, CC(C)(C)P(C(C)(C)C)C(C)(C)C, CC(C)(C)[O-], Cc1ccccc1, CCCCCC, [Na+], c1ccc2c(c1)[nH]c1ccc(-c3ccc(-n4c5ccccc5c5ccccc54)cc3)cc12. The product is c1ccc(-c2c3ccccc3c(-c3ccc(-n4c5ccccc5c5cc(-c6ccc(-n7c8ccccc8c8ccccc87)cc6)ccc54)cc3)c3ccccc23)cc1. Reaction SMILES: [Br:1][c:2]1[cH:3][cH:4][c:5](-[c:8]2[c:9]3[cH:10][cH:11][cH:12][cH:13][c:14]3[c:15](-[c:22]3[cH:23][cH:24][cH:25][cH:26][cH:27]3)[c:16]3[cH:17][cH:18][cH:19][cH:20][c:21]23)[cH:6][cH:7]1.[C:66]([P:67]([C:68]([CH3:69])([CH3:70])[CH3:71])[C:72]([CH3:73])([CH3:74])[CH3:75])([CH3:76])([CH3:77])[CH3:78].[CH3:60][C:61]([CH3:62])([O-:63])[CH3:64].[CH3:79][c:80]1[cH:81][cH:82][cH:83][cH:84][cH:85]1.[CH3:86][CH2:87][CH2:88][CH2:89][CH2:90][CH3:91].[Na+:65].[cH:28]1[cH:29][cH:30][cH:31][c:32]2[c:33]3[cH:34][cH:35][cH:36][cH:37][c:38]3[n:39](-[c:41]3[cH:42][cH:43][c:44](-[c:47]4[cH:48][cH:49][c:50]5[nH:51][c:52]6[cH:53][cH:54][cH:55][cH:56][c:57]6[c:58]5[cH:59]4)[cH:45][cH:46]3)[c:40]12>>[c:2]1(-[n:51]2[c:50]3[cH:49][cH:48][c:47](-[c:44]4[cH:43][cH:42][c:41](-[n:39]5[c:38]6[c:33]([c:32]7[cH:31][cH:30][cH:29][cH:28][c:40]75)[cH:34][cH:35][cH:36][cH:37]6)[cH:46][cH:45]4)[cH:59][c:58]3[c:57]3[c:52]2[cH:53][cH:54][cH:55][cH:56]3)[cH:3][cH:4][c:5](-[c:8]2[c:9]3[cH:10][cH:11][cH:12][cH:13][c:14]3[c:15](-[c:22]3[cH:23][cH:24][cH:25][cH:26][cH:27]3)[c:16]3[cH:17][cH:18][cH:19][cH:20][c:21]23)[cH:6][cH:7]1. Starting materials: NC1=C(NC=C1)C(=O)OCC (3-amino-2-ethoxycarbonyl-pyrrole), FC1(OC=2C(=CC3=C(N=C(N3)SC3=CC=C(O3)C=O)C2)O1)F (5-(2,2-difluoro-5H-[1,3]dioxolo[4′,5′:4,5]benzo[1,2-d]imidazol-6-ylsulfanyl)-furan-2-carbaldehyde), C1(CC(CCC1)=O)=O (1,3-cyclohexanedione), C(CCC)O (1-butanol). The product is C(C)OC(=O)C=1NC=C2C1NC=1CCCC(C1C2C=2OC(=CC2)SC=2NC1=C(N2)C=C2C(=C1)OC(O2)(F)F)=O (9-[5-(2,2-difluoro-5H-[1,3]dioxolo[4′,5′:4,5]benzo[1,2-d]imidazol-6-ylsulfanyl)-furan-2-yl]-8-oxo-4,5,6,7,8,9-hexahydro-2H-pyrrolo[3,4-b]quinoline-3-carboxylic acid ethyl ester). Isolated yield 6.0%. Reaction SMILES: [NH2:1][C:2]1[CH:6]=[CH:5][NH:4][C:3]=1[C:7]([O:9][CH2:10][CH3:11])=[O:8].[F:12][C:13]1([F:33])[O:32][C:16]2=[CH:17][C:18]3[NH:22][C:21]([S:23][C:24]4[O:28][C:27](C=O)=[CH:26][CH:25]=4)=[N:20][C:19]=3[CH:31]=[C:15]2[O:14]1.[C:34]1(=[O:41])[CH2:39][CH2:38][CH2:37][C:36](=O)[CH2:35]1.[CH2:42](O)CCC>>[CH2:10]([O:9][C:7]([C:3]1[NH:4][CH:5]=[C:6]2[CH:42]([C:27]3[O:28][C:24]([S:23][C:21]4[NH:20][C:19]5[CH:31]=[C:15]6[O:14][C:13]([F:12])([F:33])[O:32][C:16]6=[CH:17][C:18]=5[N:22]=4)=[CH:25][CH:26]=3)[C:39]3[C:34](=[O:41])[CH2:35][CH2:36][CH2:37][C:38]=3[NH:1][C:2]=12)=[O:8])[CH3:11]. Reported procedure: A mixture of 3-amino-2-ethoxycarbonyl-pyrrole (0.095 g, 0.62 mmol), 5-(2,2-difluoro-5H-[1,3]dioxolo[4′,5′:4,5]benzo[1,2-d]imidazol-6-ylsulfanyl)-furan-2-carbaldehyde (0.20 g, 0.62 mmol) and 1,3-cyclohexanedione (0.069 g, 0.62 mmol) in 10 ml of 1-butanol is heated at reflux temperature for 4 h. The reaction mixture is then concentrated under reduced pressure and the residue is purified on a silica gel column (34 g) eluted with a mixture of cyclohexane and ethyl acetate (7/3, v/v). The fractions c... The reactants are [Na+].[I-] (NaI), S(O)(O)(=O)=O (sulfuric acid), COC=1C=C(C(C(=O)O)=CC1)N (4-methoxyanthranilic acid), N(=O)[O-].[Na+] (sodium nitrite). Solvent: O (water), O (water). Reaction conditions: time 2 hour. Product: IC1=C(C(=O)O)C=CC(=C1)OC (2-iodo-4-methoxybenzoic acid). Yield: 60.1%. Reaction SMILES: S(=O)(=O)(O)O.[CH3:6][O:7][C:8]1[CH:9]=[C:10](N)[C:11](=[CH:15][CH:16]=1)[C:12]([OH:14])=[O:13].N([O-])=O.[Na+].[Na+].[I-:23]>O>[I:23][C:10]1[CH:9]=[C:8]([O:7][CH3:6])[CH:16]=[CH:15][C:11]=1[C:12]([OH:14])=[O:13] |f:2.3,4.5|. Procedure details: To a mixture of 50% sulfuric acid (150 ml) and 4-methoxyanthranilic acid (12 g) at 5°-10° C. was added sodium nitrite (5.5 g) in water, followed 10 minutes later by NaI (16.5 g) in water (30-50 ml). The reaction mixture was warmed to room temperature and stirred for 2 hours, then was heated at 60°-70° C. for 10 minutes, followed by stirring at room temperature for 1 hour. The reaction mixture was extracted with ether (4×125 ml) and the combined ether extracts were washed with water (50 ml×2), dr... The reactants are C(C1=CC=CC=C1)N1CC2OC2C1 (3-benzyl-6-oxa-3-azabicyclo[3.1.0]hexane), N (ammonia). Product: N[C@@H]1CN(C[C@H]1O)CC1=CC=CC=C1 (trans-3-Amino-1-benzyl-4-hydroxy-pyrrolidine). As a reaction SMILES: [CH2:1]([N:8]1[CH2:13][CH:12]2[CH:10]([O:11]2)[CH2:9]1)[C:2]1[CH:7]=[CH:6][CH:5]=[CH:4][CH:3]=1.[NH3:14]>>[NH2:14][C@H:10]1[C@H:12]([OH:11])[CH2:13][N:8]([CH2:1][C:2]2[CH:7]=[CH:6][CH:5]=[CH:4][CH:3]=2)[CH2:9]1. Procedure details: 8.9 g (50 mmol) of 3-benzyl-6-oxa-3-azabicyclo[3.1.0]hexane are heated in 75 ml of ammonia solution (25% strength) at 120° C. in an autoclave for 8 hours. The solution is concentrated and the residue is distilled. The reactants are C(CC)(=O)Cl (propionyl chloride), ClC1=C(C=C(C=C1)OC)C (2-chloro-5-methoxytoluene), Cl (HCl), [Al+3].[Cl-].[Cl-].[Cl-] (AlCl3). Run in C(Cl)Cl (DCM), C(Cl)Cl (DCM), C(Cl)Cl (DCM). Run at temperature 0 celsius, time 2 hour. The product is ClC=1C(=CC(=C(C1)C(CC)=O)OC)C (1-(5-Chloro-2-methoxy-4-methylphenyl)-1-propanone). Isolated yield 54.1%. As a reaction SMILES: [Al+3].[Cl-].[Cl-].[Cl-].[C:5](Cl)(=[O:8])[CH2:6][CH3:7].[Cl:10][C:11]1[CH:16]=[CH:15][C:14]([O:17][CH3:18])=[CH:13][C:12]=1[CH3:19].Cl>C(Cl)Cl>[Cl:10][C:11]1[C:12]([CH3:19])=[CH:13][C:14]([O:17][CH3:18])=[C:15]([C:5](=[O:8])[CH2:6][CH3:7])[CH:16]=1 |f:0.1.2.3|. Procedure: A suspension of 2.55 g of AlCl3 in 30 ml of DCM is cooled to 0° C. under a nitrogen atmosphere, and a solution of 1.77 g of propionyl chloride in 15 ml of DCM is added dropwise. A solution of 3 g of 2-chloro-5-methoxytoluene in 15 ml of DCM is then added dropwise, and the reaction mixture is left stirring for 2 hours. It is poured into a mixture of concentrated HCl and ice, the organic phase is extracted with DCM and dried over magnesium sulphate and the solvent is evaporated off under vacuum. T... Reactants: C=CCOC(C)=O, CCO[SiH](OCC)OCC, N#Cc1ccccc1. The product is CCO[Si](CCCOC(C)=O)(OCC)OCC. Reaction SMILES: [C:1]([CH3:2])(=[O:3])[O:4][CH2:5][CH:6]=[CH2:7].[CH2:8]([CH3:9])[O:10][SiH:11]([O:12][CH2:13][CH3:14])[O:15][CH2:16][CH3:17].[N:18]#[C:19][c:20]1[cH:21][cH:22][cH:23][cH:24][cH:25]1>>[C:1]([CH3:2])(=[O:3])[O:4][CH2:5][CH2:6][CH2:7][Si:11]([O:10][CH2:8][CH3:9])([O:12][CH2:13][CH3:14])[O:15][CH2:16][CH3:17]. Yields the product CCN(Cc1ccc(N(C)C)cc1)C(=O)CN(c1ccccc1OC)S(=O)(=O)c1ccccc1C. Starting materials: CCNCc1ccc(N(C)C)cc1, COc1ccccc1N(CC(=O)O)S(=O)(=O)c1ccccc1C. RXN SMILES: [CH2:24]([CH3:25])[NH:26][CH2:27][c:28]1[cH:29][cH:30][c:31]([N:34]([CH3:35])[CH3:36])[cH:32][cH:33]1.[CH3:1][O:2][c:3]1[c:4]([N:9]([S:10](=[O:11])(=[O:12])[c:13]2[c:14]([CH3:19])[cH:15][cH:16][cH:17][cH:18]2)[CH2:20][C:21](=[O:22])[OH:23])[cH:5][cH:6][cH:7][cH:8]1>>[CH3:1][O:2][c:3]1[c:4]([N:9]([S:10](=[O:11])(=[O:12])[c:13]2[c:14]([CH3:19])[cH:15][cH:16][cH:17][cH:18]2)[CH2:20][C:21](=[O:23])[N:26]([CH2:24][CH3:25])[CH2:27][c:28]2[cH:29][cH:30][c:31]([N:34]([CH3:35])[CH3:36])[cH:32][cH:33]2)[cH:5][cH:6][cH:7][cH:8]1. Reactants: ClC1=NC=C(C(=N1)Cl)I (2,4-dichloro-5-iodopyrimidine), C(CCCO)O (1,4-butandiol), CC1(OB(OC1(C)C)C=1SC=CC1)C (4,4,5,5-tetramethyl-2-(2-thienyl)-1,3,2-dioxaborolane). The product is ClC1=NC=C(C(=N1)OCCCCO)C=1SC=CC1 (4-(2-Chloro-5-thiophen-2-yl-pyrimidin-4-yloxy)-butan-1-ol). Reaction SMILES: [Cl:1][C:2]1[N:7]=[C:6](Cl)[C:5](I)=[CH:4][N:3]=1.[CH2:10]([OH:15])[CH2:11][CH2:12][CH2:13][OH:14].CC1(C)C(C)(C)OB([C:24]2[S:25][CH:26]=[CH:27][CH:28]=2)O1>>[Cl:1][C:2]1[N:7]=[C:6]([O:14][CH2:13][CH2:12][CH2:11][CH2:10][OH:15])[C:5]([C:24]2[S:25][CH:26]=[CH:27][CH:28]=2)=[CH:4][N:3]=1. Procedure details: Preparation according to procedures 4b and 3 with the use of 2,4-dichloro-5-iodopyrimidine, 1,4-butandiol and 4,4,5,5-tetramethyl-2-(2-thienyl)-1,3,2-dioxaborolane. Yields the product COC(=O)c1c(Oc2nc(OC)cc(OC)n2)ccc2ocnc12. Starting materials: O=C([O-])[O-], CN(C)C=O, COc1cc(OC)nc(Cl)n1, [K+], [K+], O, COC(=O)c1c(O)ccc2ocnc12. RXN SMILES: [C:26](=[O:27])([O-:28])[O-:29].[CH3:33][N:34]([CH3:35])[CH:36]=[O:37].[Cl:15][c:16]1[n:17][c:18]([O:24][CH3:25])[cH:19][c:20]([O:22][CH3:23])[n:21]1.[K+:30].[K+:31].[OH2:32].[OH:1][c:2]1[cH:3][cH:4][c:5]2[c:6]([n:7][cH:8][o:9]2)[c:10]1[C:11](=[O:12])[O:13][CH3:14]>>[O:1]([c:2]1[cH:3][cH:4][c:5]2[c:6]([n:7][cH:8][o:9]2)[c:10]1[C:11](=[O:12])[O:13][CH3:14])[c:16]1[n:17][c:18]([O:24][CH3:25])[cH:19][c:20]([O:22][CH3:23])[n:21]1. The reactants are O=C([O-])[O-], CCO, Cc1nc(Cl)c2cccc(OC(C)C)c2n1, [Na+], [Na+], OB(O)c1ccccc1, c1ccccc1, c1ccc(P(c2ccccc2)(c2ccccc2)[Pd](P(c2ccccc2)(c2ccccc2)c2ccccc2)(P(c2ccccc2)(c2ccccc2)c2ccccc2)P(c2ccccc2)(c2ccccc2)c2ccccc2)cc1. As a reaction SMILES: [C:26](=[O:27])([O-:28])[O-:29].[CH3:32][CH2:33][OH:34].[Cl:1][c:2]1[n:3][c:4]([CH3:16])[n:5][c:6]2[c:7]([O:12][CH:13]([CH3:14])[CH3:15])[cH:8][cH:9][cH:10][c:11]12.[Na+:30].[Na+:31].[OH:17][B:18]([OH:19])[c:20]1[cH:21][cH:22][cH:23][cH:24][cH:25]1.[cH:112]1[cH:113][cH:114][cH:115][cH:116][cH:117]1.[cH:35]1[cH:36][cH:37][c:38]([P:39]([Pd:40]([P:41]([c:42]2[cH:43][cH:44][cH:45][cH:46][cH:47]2)([c:48]2[cH:49][cH:50][cH:51][cH:52][cH:53]2)[c:54]2[cH:55][cH:56][cH:57][cH:58][cH:59]2)([P:60]([c:61]2[cH:62][cH:63][cH:64][cH:65][cH:66]2)([c:67]2[cH:68][cH:69][cH:70][cH:71][cH:72]2)[c:73]2[cH:74][cH:75][cH:76][cH:77][cH:78]2)[P:79]([c:80]2[cH:81][cH:82][cH:83][cH:84][cH:85]2)([c:86]2[cH:87][cH:88][cH:89][cH:90][cH:91]2)[c:92]2[cH:93][cH:94][cH:95][cH:96][cH:97]2)([c:98]2[cH:99][cH:100][cH:101][cH:102][cH:103]2)[c:104]2[cH:105][cH:106][cH:107][cH:108][cH:109]2)[cH:110][cH:111]1>>[c:2]1(-[c:20]2[cH:21][cH:22][cH:23][cH:24][cH:25]2)[n:3][c:4]([CH3:16])[n:5][c:6]2[c:7]([O:12][CH:13]([CH3:14])[CH3:15])[cH:8][cH:9][cH:10][c:11]12. Product: Cc1nc(-c2ccccc2)c2cccc(OC(C)C)c2n1.